Dataset: the Open Reaction Database (ORD), a public repository of structured organic reaction records. Task: describe an organic reaction: reactants, conditions, products, and yield Starting materials: Cl (hydrochloric acid), ClP(C(C)(C)C)C(C)(C)C (chloro-di-t-butylphosphine), C1(=CC=CC=C1)C (toluene). The reagents and catalysts are [Zn] (zinc). Solvent: CN(C=O)C (N,N-dimethylformamide). Reaction conditions: time 1 hour. Yields the product C(C)(C)(C)PC(C)(C)C (di-t-butylphosphine). Yield: 25.0%. Reaction SMILES: Cl[P:2]([C:7]([CH3:10])([CH3:9])[CH3:8])[C:3]([CH3:6])([CH3:5])[CH3:4].Cl.C1(C)C=CC=CC=1>CN(C)C=O.[Zn]>[C:3]([PH:2][C:7]([CH3:10])([CH3:9])[CH3:8])([CH3:6])([CH3:5])[CH3:4]. Procedure: 0.849 g (4.70 mmol) of chloro-di-t-butylphosphine was added dropwise in a nitrogen gas atmosphere to a suspension of 461 mg (7.05 mg-atoms) of zinc (powder) in 10 cm3 of N,N-dimethylformamide and the mixture was stirred at room temperature for one hour. To the reaction mixture was added dropwise 10 cm3 (10 mmol) of 1 mol·dm-3 hydrochloric acid and then 10 cm3 of toluene. The mixture was stirred, the aqueous layer and the toluene layer were separated off, and the toluene layer was determined by g... The reactants are COC=1C=C2C(=CN(C2=CC1)C)C1=CC=2C(=NC=C(N2)C=O)N1COCC[Si](C)(C)C (6-(5-Methoxy-1-methyl-1H-indol-3-yl)-5-((2-(trimethylsilyl)ethoxy)methyl)-5H-pyrrolo[2,3-b]pyrazine-2-carbaldehyde), [BH4-].[Na+] (NaBH4). The solvent is O1CCOCC1 (1,4-dioxane), CCO (EtOH). Run at time 8 hour. Product: COC=1C=C2C(=CN(C2=CC1)C)C1=CC=2C(=NC=C(N2)CO)N1COCC[Si](C)(C)C ((6-(5-methoxy-1-methyl-1H-indol-3-yl)-5-((2-(trimethylsilyl)ethoxy)methyl)-5H-pyrrolo[2,3-b]pyrazin-2-yl)methanol). Yield: 63.2%. As a reaction SMILES: [CH3:1][O:2][C:3]1[CH:4]=[C:5]2[C:9](=[CH:10][CH:11]=1)[N:8]([CH3:12])[CH:7]=[C:6]2[C:13]1[N:23]([CH2:24][O:25][CH2:26][CH2:27][Si:28]([CH3:31])([CH3:30])[CH3:29])[C:16]2=[N:17][CH:18]=[C:19]([CH:21]=[O:22])[N:20]=[C:15]2[CH:14]=1.[BH4-].[Na+]>O1CCOCC1.CCO>[CH3:1][O:2][C:3]1[CH:4]=[C:5]2[C:9](=[CH:10][CH:11]=1)[N:8]([CH3:12])[CH:7]=[C:6]2[C:13]1[N:23]([CH2:24][O:25][CH2:26][CH2:27][Si:28]([CH3:29])([CH3:31])[CH3:30])[C:16]2=[N:17][CH:18]=[C:19]([CH2:21][OH:22])[N:20]=[C:15]2[CH:14]=1 |f:1.2|. Procedure: 6-(5-Methoxy-1-methyl-1H-indol-3-yl)-5-((2-(trimethylsilyl)ethoxy)methyl)-5H-pyrrolo[2,3-b]pyrazine-2-carbaldehyde (5.03 g, 11.5 mmol, prepared using D from Preparation #C.1. with (E)-styrylboronic acid and E) in 1,4-dioxane (65 mL) and EtOH (13 mL) was treated with NaBH4 (0.436 g, 11.5 mmol) then stirred overnight at rt. The reaction mixture was concentrated under reduced pressure then the residue was partitioned between EtOAc (125 mL) and saturated aqueous NaHCO3 (100 mL). The layers were sepa... The reactants are C(CC1=CC=CC=C1)O (phenethyl alcohol), BrCCCCCCBr (1,6-dibromohexane), [OH-].[Na+] (NaOH). The reagents and catalysts are S([O-])(O)(=O)=O.C(CCC)[N+](CCCC)(CCCC)CCCC (tetrabutylammonium bisulphate). Solvent: O (H2O). The product is BrCCCCCCOCCC1=CC=CC=C1 ([2-[(6-Bromohexyl)oxy]ethyl]benzene). The yield is 55.7%. Reaction SMILES: [CH2:1]([OH:9])[CH2:2][C:3]1[CH:8]=[CH:7][CH:6]=[CH:5][CH:4]=1.[Br:10][CH2:11][CH2:12][CH2:13][CH2:14][CH2:15][CH2:16]Br.[OH-].[Na+]>S(=O)(=O)(O)[O-].C([N+](CCCC)(CCCC)CCCC)CCC.O>[Br:10][CH2:11][CH2:12][CH2:13][CH2:14][CH2:15][CH2:16][O:9][CH2:1][CH2:2][C:3]1[CH:8]=[CH:7][CH:6]=[CH:5][CH:4]=1 |f:2.3,4.5|. Reported procedure: A mixture of phenethyl alcohol (20 g), 1,6-dibromohexane (195 g) and tetrabutylammonium bisulphate (3.0 g) in 50% w/v NaOH solution (100 ml) was heated at 65-70° for 4h. The cooled reaction mixture was poured into H2O (400 ml) and extracted with CX (2×300 ml). The dried extracts were evaporated in vacuo to give a yellow liquid which was purified by distillation under reduced pressure to give the title compound as a colourless liquid (26 g) b.p. 110°/0.1 mm. T.l.c. (EA) Rf 0.62. Reactants: COC1=C(C=C2CCC(C2=C1)=O)N1CCOCC1 (6-methoxy-5-morpholino-2,3-dihydro-1H-inden-1-one), ClC1=C(C=O)C=C(C=C1)C(F)(F)F (2-chloro-5-(trifluoromethyl)benzaldehyde), CC=1C=CC(=CC1)S(=O)(=O)O (PTSA). Run in C(C)(=O)OCC (ethyl acetate), C1(=CC=CC=C1)C (toluene). Run at temperature 100 celsius, time 6 hour. The product is ClC1=C(\C=C/2\C(C3=CC(=C(C=C3C2)N2CCOCC2)OC)=O)C=C(C=C1)C(F)(F)F ((E)-2-(2-chloro-5-(trifluoromethyl)benzylidene)-6-methoxy-5-morpholino-2, 3-dihydro-1H-inden-1-one). RXN SMILES: [CH3:1][O:2][C:3]1[CH:11]=[C:10]2[C:6]([CH2:7][CH2:8][C:9]2=[O:12])=[CH:5][C:4]=1[N:13]1[CH2:18][CH2:17][O:16][CH2:15][CH2:14]1.[Cl:19][C:20]1[CH:27]=[CH:26][C:25]([C:28]([F:31])([F:30])[F:29])=[CH:24][C:21]=1[CH:22]=O.CC1C=CC(S(O)(=O)=O)=CC=1>C1(C)C=CC=CC=1.C(OCC)(=O)C>[Cl:19][C:20]1[CH:27]=[CH:26][C:25]([C:28]([F:29])([F:30])[F:31])=[CH:24][C:21]=1/[CH:22]=[C:8]1/[C:9](=[O:12])[C:10]2[C:6]([CH2:7]/1)=[CH:5][C:4]([N:13]1[CH2:14][CH2:15][O:16][CH2:17][CH2:18]1)=[C:3]([O:2][CH3:1])[CH:11]=2. Reported procedure: To a solution of 6-methoxy-5-morpholino-2, 3-dihydro-1H-inden-1-one 13 (0.120 mg, 0.485 mmol) in toluene (10 mL) was added 2-chloro-5-(trifluoromethyl)benzaldehyde 75 (0.101 mg, 0.485 mmol). PTSA (0.184 mg, 0.971 mmol) was added to the reaction mass, reaction stirred at 100° C. for 6 h, diluted with ethyl acetate and washed with water (3×25 mL). The organic layer was dried over sodium sulphate and concentrated to get the crude compound 157 which was purified through flash chromatography by using... The reactants are O=C([O-])[O-], ClCCBr, [K+], [K+], CN(C)C=O, Oc1cccc2c1c1cccc3c1n2C(c1ccccc1)CO3. The product is ClCCOc1cccc2c1c1cccc3c1n2C(c1ccccc1)CO3. Reaction SMILES: [C:24](=[O:25])([O-:26])[O-:27].[Cl:30][CH2:31][CH2:32][Br:33].[K+:28].[K+:29].[O:34]=[CH:35][N:36]([CH3:37])[CH3:38].[c:1]1([CH:7]2[CH2:8][O:9][c:10]3[cH:11][cH:12][cH:13][c:14]4[c:15]5[c:16]([OH:23])[cH:17][cH:18][cH:19][c:20]5[n:21]2[c:22]34)[cH:2][cH:3][cH:4][cH:5][cH:6]1>>[c:1]1([CH:7]2[CH2:8][O:9][c:10]3[cH:11][cH:12][cH:13][c:14]4[c:15]5[c:16]([O:23][CH2:32][CH2:31][Cl:30])[cH:17][cH:18][cH:19][c:20]5[n:21]2[c:22]34)[cH:2][cH:3][cH:4][cH:5][cH:6]1. Reactants: NN=C(N(N)N)N (Triaminoguanidine), S(O)(O)(=O)=O (sulfuric acid). Run in O (water), C(C)O (ethanol). Yields the product S(=O)(=O)([O-])[O-].N[NH+]=C(N(N)N)N.N[NH+]=C(N(N)N)N (Triaminoguanidinium Sulfate). The yield is 103.2%. Reaction SMILES: [NH2:1][N:2]=[C:3]([NH2:7])[N:4]([NH2:6])[NH2:5].[S:8](=[O:12])(=[O:11])([OH:10])[OH:9]>O.C(O)C>[S:8]([O-:12])([O-:11])(=[O:10])=[O:9].[NH2:1][NH+:2]=[C:3]([NH2:7])[N:4]([NH2:6])[NH2:5].[NH2:1][NH+:2]=[C:3]([NH2:7])[N:4]([NH2:6])[NH2:5] |f:4.5.6|. Procedure: Triaminoguanidine (5.2 g, 0.05 mole) was dissolved in a mixture of water and ethanol and sulfuric acid (4.9 g, 0.05 mole) added. A white precipitate formed which was filtered, ethanol washed and dried to give 7.9 g of product. The reactants are C[Sn](C)(C)C (Tetramethyltin), [Cl-].[Li+] (lithium chloride), C1(=CC=CC=C1)P(C1=CC=CC=C1)C1=CC=CC=C1 (triphenylphosphine), BrC=1C=CC=2C(N3C(=NC2C1)O[C@@H]1C[C@H](N(C([C@@H](NC(O[C@H]2[C@H](CC/C=C/C3)CCC2)=O)C2CCCC2)=O)C1)C(=O)OC)=O (methyl (3aR,7S,10S,12R,22E,25aS)-16-bromo-7-cyclopentyl-5,8,19-trioxo-1,2,3,3a,5,6,7,8,11,12,21,24,25,25a-tetradecahydro-10H,19H-9,12-methanocyclopenta[18,19][1,10,3,6,12]dioxatriazacyclononadecino[11,12-b]quinazoline-10-carboxylate). The reagents and catalysts are Cl[Pd]([P](C1=CC=CC=C1)(C2=CC=CC=C2)C3=CC=CC=C3)([P](C4=CC=CC=C4)(C5=CC=CC=C5)C6=CC=CC=C6)Cl (bis(triphenylphosphine)palladium(II) chloride). The solvent is CN(C)C=O (DMF). Reaction conditions: temperature 90 celsius. Yields the product COC(=O)[C@H]1N2C([C@@H](NC(O[C@H]3[C@H](CC/C=C/CN4C(=NC=5C=C(C=CC5C4=O)C)O[C@H](C1)C2)CCC3)=O)C3CCCC3)=O (Methyl(3aR,7S,10S,12R,22E,25aS)-7-cyclopentyl-16-methyl-5,8,19-trioxo-1,2,3,3a,5,6,7,8,11,12,21,24,25,25a-tetradecahydro-10H,19H-9,12-methanocyclopenta[18,19][1,10,3,6,12]dioxatriazacyclononadecino[11,12-b]quinazoline-10-carboxylate). Isolated yield 82.0%. As a reaction SMILES: C[Sn](C)(C)C.[Cl-].[Li+].[C:8]1(P(C2C=CC=CC=2)C2C=CC=CC=2)C=CC=CC=1.Br[C:28]1[CH:29]=[CH:30][C:31]2[C:32](=[O:70])[N:33]3[CH2:54][CH:53]=[CH:52][CH2:51][CH2:50][C@@H:49]4[CH2:55][CH2:56][CH2:57][C@H:48]4[O:47][C:46](=[O:58])[NH:45][C@@H:44]([CH:59]4[CH2:63][CH2:62][CH2:61][CH2:60]4)[C:43](=[O:64])[N:42]4[CH2:65][C@@H:39]([CH2:40][C@H:41]4[C:66]([O:68][CH3:69])=[O:67])[O:38][C:34]3=[N:35][C:36]=2[CH:37]=1>CN(C=O)C.Cl[Pd](Cl)([P](C1C=CC=CC=1)(C1C=CC=CC=1)C1C=CC=CC=1)[P](C1C=CC=CC=1)(C1C=CC=CC=1)C1C=CC=CC=1>[CH3:69][O:68][C:66]([C@@H:41]1[CH2:40][C@@H:39]2[CH2:65][N:42]1[C:43](=[O:64])[C@H:44]([CH:59]1[CH2:60][CH2:61][CH2:62][CH2:63]1)[NH:45][C:46](=[O:58])[O:47][C@@H:48]1[CH2:57][CH2:56][CH2:55][C@H:49]1[CH2:50][CH2:51][CH:52]=[CH:53][CH2:54][N:33]1[C:32](=[O:70])[C:31]3[CH:30]=[CH:29][C:28]([CH3:8])=[CH:37][C:36]=3[N:35]=[C:34]1[O:38]2)=[O:67] |f:1.2,^1:78,97|. Procedure: Tetramethyltin (0.041 ml, 0.298 mmol), lithium chloride (50.5 mg, 1.191 mmol), triphenylphosphine (15.62 mg, 0.060 mmol) and bis(triphenylphosphine)palladium(II) chloride (15.68 mg, 0.022 mmol) were added to a nitrogen purged solution of methyl (3aR,7S,10S,12R,22E,25aS)-16-bromo-7-cyclopentyl-5,8,19-trioxo-1,2,3,3a,5,6,7,8,11,12,21,24,25,25a-tetradecahydro-10H,19H-9,12-methanocyclopenta[18,19][1,10,3,6,12]dioxatriazacyclononadecino[11,12-b]quinazoline-10-carboxylate, Example 59 Step 1 (100 mg, 0...